Dataset: the Open Reaction Database (ORD), a public repository of structured organic reaction records. Task: describe an organic reaction: reactants, conditions, products, and yield The reactants are CCO, CCCCCC, CCO, CCOC(=O)CCN(C)C(=O)c1ccc(NC(c2oc3ccc(OC)cc3c2C)C2CCCCC2)cc1, [Na+], C1CCOC1, [OH-]. Yields the product COc1ccc2oc(C(Nc3ccc(C(=O)N(C)CCC(=O)O)cc3)C3CCCCC3)c(C)c2c1. Reaction SMILES: [CH2:38]([OH:39])[CH3:40].[CH3:41][CH2:42][CH2:43][CH2:44][CH2:45][CH3:46].[CH3:47][CH2:48][OH:49].[CH:1]1([CH:7]([c:8]2[o:9][c:10]3[c:11]([c:12]2[CH3:13])[cH:14][c:15]([O:18][CH3:19])[cH:16][cH:17]3)[NH:20][c:21]2[cH:22][cH:23][c:24]([C:27](=[O:28])[N:29]([CH2:30][CH2:31][C:32](=[O:33])[O:34][CH2:35][CH3:36])[CH3:37])[cH:25][cH:26]2)[CH2:2][CH2:3][CH2:4][CH2:5][CH2:6]1.[Na+:51].[O:52]1[CH2:53][CH2:54][CH2:55][CH2:56]1.[OH-:50]>>[CH:1]1([CH:7]([c:8]2[o:9][c:10]3[c:11]([c:12]2[CH3:13])[cH:14][c:15]([O:18][CH3:19])[cH:16][cH:17]3)[NH:20][c:21]2[cH:22][cH:23][c:24]([C:27](=[O:28])[N:29]([CH2:30][CH2:31][C:32](=[O:33])[OH:34])[CH3:37])[cH:25][cH:26]2)[CH2:2][CH2:3][CH2:4][CH2:5][CH2:6]1. Reactants: FC(C1=NC=CC(=N1)N1CCC(CC1)C#N)(F)F (1-[2-(Trifluoromethyl)-4-pyrimidinyl]-4-piperidinecarbonitrile), solution. Reagents/catalysts: [Ni] (Raney nickel). Run in CO (methanol), [OH-].[NH4+] (ammonium hydroxide). Product: FC(C1=NC=CC(=N1)N1CCC(CC1)CN)(F)F ([[1-[2-(Trifluoromethyl)-4-pyrimidinyl]-4-piperidinyl]methyl]amine). Isolated yield 100.5%. RXN SMILES: [F:1][C:2]([F:18])([F:17])[C:3]1[N:8]=[C:7]([N:9]2[CH2:14][CH2:13][CH:12]([C:15]#[N:16])[CH2:11][CH2:10]2)[CH:6]=[CH:5][N:4]=1>CO.[OH-].[NH4+].[Ni]>[F:18][C:2]([F:1])([F:17])[C:3]1[N:8]=[C:7]([N:9]2[CH2:10][CH2:11][CH:12]([CH2:15][NH2:16])[CH2:13][CH2:14]2)[CH:6]=[CH:5][N:4]=1 |f:2.3|. Reported procedure: A solution of VII (19.0 g, 74.2 mmol) in methanol (150 mL) and ammonium hydroxide (50 mL of a 30% solution) was hydrogenated over a Raney nickel catalyst (ca 5 g) at 60 psi for 30 hr. The mixture was filtered and concentrated in vacuo to give the product as a light green oil (19.40 g, 100%). The reactants are C1CCC(CC1)N=C=NC2CCCCC2 (DCC), N[C@@H](C(C)C)C(=O)OCC1=CC=CC=C1 (ValOBzl), TEA, N(CC(=O)O)C(=O)OC(C)(C)C (BocGlyOH), ON1C(=O)CCC1=O (HOSu). The solvent is CN(C)C=O (DMF), CN(C)C=O (DMF). Run at temperature -20 celsius, time 8 hour. The product is N(CC(=O)N[C@@H](C(C)C)C(=O)OCC1=CC=CC=C1)C(=O)OC(C)(C)C (BocGlyValOBzl). RXN SMILES: [NH:1]([C:6]([O:8][C:9]([CH3:12])([CH3:11])[CH3:10])=[O:7])[CH2:2][C:3]([OH:5])=O.ON1C(=O)CCC1=O.C1CCC(N=C=NC2CCCCC2)CC1.[NH2:36][C@H:37]([C:41]([O:43][CH2:44][C:45]1[CH:50]=[CH:49][CH:48]=[CH:47][CH:46]=1)=[O:42])[CH:38]([CH3:40])[CH3:39]>CN(C=O)C>[NH:1]([C:6]([O:8][C:9]([CH3:12])([CH3:11])[CH3:10])=[O:7])[CH2:2][C:3]([NH:36][C@H:37]([C:41]([O:43][CH2:44][C:45]1[CH:50]=[CH:49][CH:48]=[CH:47][CH:46]=1)=[O:42])[CH:38]([CH3:40])[CH3:39])=[O:5]. Reported procedure: 44 g BocGlyOH (0.25 moles) is dissolved in 250 ml DMF, together with 29 g HOSu. After cooling to -20° C. 52 g DCC dissolved in 250 ml DMF is added. After 4 hours stirring at room temperature 95 g ValOBzl, pTos is added together with 35 ml TEA. After stirring overnight at room temperature, DCU is filtered off, DMF removed and the resulting oil taken up in EtAc and washed with sat. NaCl, sat. NaHCO, and 10% citric acid. The EtAc is dried with Na2SO4, removed by vacuum evaporation and the resulting... Starting materials: CCOC(=O)CCN(C)C(=O)c1ccc(NC(c2oc3ccc(Oc4ncccc4C#N)cc3c2C)C2CCCCC2)cc1, CCO, [Na+], C1CCOC1, [OH-]. Yields the product Cc1c(C(Nc2ccc(C(=O)N(C)CCC(=O)O)cc2)C2CCCCC2)oc2ccc(Oc3ncccc3C#N)cc12. As a reaction SMILES: [C:1](#[N:2])[c:3]1[c:4]([O:9][c:10]2[cH:11][cH:12][c:13]3[c:14]([c:15]([CH3:43])[c:16]([CH:18]([CH:19]4[CH2:20][CH2:21][CH2:22][CH2:23][CH2:24]4)[NH:25][c:26]4[cH:27][cH:28][c:29]([C:32](=[O:33])[N:34]([CH2:35][CH2:36][C:37](=[O:38])[O:39][CH2:40][CH3:41])[CH3:42])[cH:30][cH:31]4)[o:17]3)[cH:44]2)[n:5][cH:6][cH:7][cH:8]1.[CH3:47][CH2:48][OH:49].[Na+:46].[O:50]1[CH2:51][CH2:52][CH2:53][CH2:54]1.[OH-:45]>>[C:1](#[N:2])[c:3]1[c:4]([O:9][c:10]2[cH:11][cH:12][c:13]3[c:14]([c:15]([CH3:43])[c:16]([CH:18]([CH:19]4[CH2:20][CH2:21][CH2:22][CH2:23][CH2:24]4)[NH:25][c:26]4[cH:27][cH:28][c:29]([C:32](=[O:33])[N:34]([CH2:35][CH2:36][C:37](=[O:38])[OH:39])[CH3:42])[cH:30][cH:31]4)[o:17]3)[cH:44]2)[n:5][cH:6][cH:7][cH:8]1.